From a dataset of the Open Reaction Database (ORD), a public repository of structured organic reaction records. describe an organic reaction: reactants, conditions, products, and yield The reactants are C(CCC)OC1=NC(=C2N=C(N(C2=N1)CCC1CNCCC1)OC)N (2-(butyloxy)-8-(methyloxy)-9-[2-(3-piperidinyl)ethyl]-9H-purin-6-amine), IC(C)C1CCCCC1 ((1-iodoethyl)cyclohexane). Yields the product NC1=C2NC(N(C2=NC(=N1)OCCCC)CCC1CN(CCC1)CCC1CCCCC1)=O (6-Amino-2-(butyloxy)-9-{2-[1-(2-cyclohexylethyl)-3-piperidinyl]ethyl}-7,9-dihydro-8H-purin-8-one). As a reaction SMILES: [CH2:1]([O:5][C:6]1[N:14]=[C:13]2[C:9]([N:10]=[C:11]([O:23]C)[N:12]2[CH2:15][CH2:16][CH:17]2[CH2:22][CH2:21][CH2:20][NH:19][CH2:18]2)=[C:8]([NH2:25])[N:7]=1)[CH2:2][CH2:3][CH3:4].I[CH:27]([CH:29]1[CH2:34][CH2:33][CH2:32][CH2:31][CH2:30]1)[CH3:28]>>[NH2:25][C:8]1[N:7]=[C:6]([O:5][CH2:1][CH2:2][CH2:3][CH3:4])[N:14]=[C:13]2[C:9]=1[NH:10][C:11](=[O:23])[N:12]2[CH2:15][CH2:16][CH:17]1[CH2:22][CH2:21][CH2:20][N:19]([CH2:28][CH2:27][CH:29]2[CH2:34][CH2:33][CH2:32][CH2:31][CH2:30]2)[CH2:18]1. Reported procedure: Prepared similarly to Example 35 from 2-(butyloxy)-8-(methyloxy)-9-[2-(3-piperidinyl)ethyl]-9H-purin-6-amine and (1-iodoethyl)cyclohexane. The reactants are [N+](=O)([O-])C1=CC=C(C=C1)CCCCCC(=O)O (6-(4-nitrophenyl)hexanoic acid), O (Water). Run in O1CCCC1 (tetrahydrofuran), O1CCCC1 (tetrahydrofuran). Reaction conditions: time 16 hour. The product is [N+](=O)([O-])C1=CC=C(C=C1)CCCCCCO (6-(4-nitrophenyl)hexanol). As a reaction SMILES: [N+:1]([C:4]1[CH:9]=[CH:8][C:7]([CH2:10][CH2:11][CH2:12][CH2:13][CH2:14][C:15](O)=[O:16])=[CH:6][CH:5]=1)([O-:3])=[O:2].O>O1CCCC1>[N+:1]([C:4]1[CH:5]=[CH:6][C:7]([CH2:10][CH2:11][CH2:12][CH2:13][CH2:14][CH2:15][OH:16])=[CH:8][CH:9]=1)([O-:3])=[O:2]. Procedure: To a solution of 9.1 g of 6-(4-nitrophenyl)hexanoic acid in 200 ml of dried tetrahydrofuran was added, dropwise, a solution of borane-dimethyl sulfide complex (0.042 mole) in 40 ml of dried tetrahydrofuran. The resulting mixture was stirred at room temperature for 16 hours and then heated at reflux for 1 hour before it was cooled again to room temperature. Water (10 ml) was added, the mixture was stirred for 15 minutes, most of the solvent was removed, and water was added to the residue. The res... Reactants: CCCCOc1nc(N)c2nc(OC)n(CCCC3CCCCN3)c2n1, CCCCOc1nc(N)c2nc(OC)n(CCCCC3CCCN(C(=O)OCc4ccccc4)C3)c2n1. The product is CCCCOc1nc(N)c2nc(OC)n(CCCCC3CCCNC3)c2n1. Reaction SMILES: [CH2:1]([O:2][c:3]1[n:4][c:5]2[c:6]([n:7][c:8]([O:9][CH3:10])[n:11]2[CH2:12][CH2:13][CH2:14][CH:15]2[CH2:16][CH2:17][CH2:18][CH2:19][NH:20]2)[c:21]([NH2:22])[n:23]1)[CH2:24][CH2:25][CH3:26].[NH2:27][c:28]1[c:29]2[n:30][c:31]([O:62][CH3:63])[n:32]([CH2:42][CH2:43][CH2:44][CH2:45][CH:46]3[CH2:47][N:48]([C:52]([O:53][CH2:54][c:55]4[cH:56][cH:57][cH:58][cH:59][cH:60]4)=[O:61])[CH2:49][CH2:50][CH2:51]3)[c:33]2[n:34][c:35]([O:37][CH2:38][CH2:39][CH2:40][CH3:41])[n:36]1>>[NH2:27][c:28]1[c:29]2[n:30][c:31]([O:62][CH3:63])[n:32]([CH2:42][CH2:43][CH2:44][CH2:45][CH:46]3[CH2:47][NH:48][CH2:49][CH2:50][CH2:51]3)[c:33]2[n:34][c:35]([O:37][CH2:38][CH2:39][CH2:40][CH3:41])[n:36]1. Reactants: CN(C)C=O, [Cl-], COc1ccc(CSc2nsc(Cl)n2)cc1, [H-], [Na+], [Na+], OCc1ccccc1. Product: COc1ccc(CSc2nsc(OCc3ccccc3)n2)cc1. Reaction SMILES: [CH3:29][N:30]([CH3:31])[CH:32]=[O:33].[Cl-:28].[Cl:1][c:2]1[n:3][c:4]([S:7][CH2:8][c:9]2[cH:10][cH:11][c:12]([O:15][CH3:16])[cH:13][cH:14]2)[n:5][s:6]1.[H-:25].[Na+:26].[Na+:27].[OH:17][CH2:18][c:19]1[cH:20][cH:21][cH:22][cH:23][cH:24]1>>[c:2]1([O:17][CH2:18][c:19]2[cH:20][cH:21][cH:22][cH:23][cH:24]2)[n:3][c:4]([S:7][CH2:8][c:9]2[cH:10][cH:11][c:12]([O:15][CH3:16])[cH:13][cH:14]2)[n:5][s:6]1. Starting materials: CNS(=O)(=O)CCCC(C)N(c1cc(Cl)ccc1Cl)S(=O)(=O)c1ccc(Cl)cc1, N. Yields the product CC(CCCS(N)(=O)=O)N(c1cc(Cl)ccc1Cl)S(=O)(=O)c1ccc(Cl)cc1. Reaction SMILES: [Cl:1][c:2]1[cH:3][cH:4][c:5]([S:8](=[O:9])(=[O:10])[N:11]([CH:12]([CH2:13][CH2:14][CH2:15][S:16](=[O:17])(=[O:18])[NH:19][CH3:20])[CH3:21])[c:22]2[c:23]([Cl:29])[cH:24][cH:25][c:26]([Cl:28])[cH:27]2)[cH:6][cH:7]1.[NH3:30]>>[Cl:1][c:2]1[cH:3][cH:4][c:5]([S:8](=[O:9])(=[O:10])[N:11]([CH:12]([CH2:13][CH2:14][CH2:15][S:16](=[O:17])(=[O:18])[NH2:19])[CH3:21])[c:22]2[c:23]([Cl:29])[cH:24][cH:25][c:26]([Cl:28])[cH:27]2)[cH:6][cH:7]1. Run in C(C)(=O)O (acetic acid). RXN SMILES: [CH3:1][O:2][C:3]1[CH:4]=[CH:5][CH:6]=[C:7]([CH:12]=O)[C:8]=1[C:9]([OH:11])=[O:10].[S:14]1[CH2:20][C:18](=[O:19])[NH:17][C:15]1=[S:16].C([O-])(=O)C.[Na+]>C(O)(=O)C>[C:9]([C:8]1[C:3]([O:2][CH3:1])=[CH:4][CH:5]=[CH:6][C:7]=1[CH:12]=[C:20]1[S:14][C:15](=[S:16])[NH:17][C:18]1=[O:19])([OH:11])=[O:10] |f:2.3|. Procedure: To a stirred hot solution of 2.10 g. (11.65 mM) of 6-methoxyphthalaldehydic acid and 1.57 g. (11.75 mM) of rhodanine in 8 ml. of acetic acid is added 3.12 g. (38.1 mM) of sodium acetate. The resulting solution is refluxed 0.5 hour and then poured into ice water to give a tan precipitate. The solid is collected and partially air-dried to give 5-(2-carboxy-3-methoxybenzylidene)rhodanine as a tan solid. Product: C(=O)(O)C1=C(C=C2C(NC(S2)=S)=O)C=CC=C1OC (5-(2-carboxy-3-methoxybenzylidene)rhodanine). Starting materials: COC=1C=CC=C(C1C(=O)O)C=O (6-methoxyphthalaldehydic acid), ice water, S1C(=S)NC(=O)C1 (rhodanine), C(C)(=O)[O-].[Na+] (sodium acetate). RXN SMILES: [CH2:1]([CH3:2])[C:3]1([CH2:13][CH3:14])[C:4](=[O:12])[NH:5][c:6]2[cH:7][cH:8][cH:9][cH:10][c:11]21.[OH2:19].[OH:15][N+:16]([O-:17])=[O:18].[S:20](=[O:21])(=[O:22])([OH:23])[OH:24]>>[CH2:1]([CH3:2])[C:3]1([CH2:13][CH3:14])[C:4](=[O:12])[NH:5][c:6]2[cH:7][cH:8][c:9]([N+:16](=[O:15])[O-:17])[cH:10][c:11]21. The reactants are CCC1(CC)C(=O)Nc2ccccc21, O, O=[N+]([O-])O, O=S(=O)(O)O. Product: CCC1(CC)C(=O)Nc2ccc([N+](=O)[O-])cc21.